From a dataset of the Open Reaction Database (ORD), a public repository of structured organic reaction records. describe an organic reaction: reactants, conditions, products, and yield Run at temperature 110 celsius, time 1.5 hour. The product is C1(CC1)C1=C(C(=O)OC)C=C(C(=C1)F)[N+](=O)[O-] (methyl 2-cyclopropyl-4-fluoro-5-nitrobenzoate). The yield is 62.2%. Starting materials: BrC1=C(C(=O)OC)C=C(C(=C1)F)[N+](=O)[O-] (methyl 2-bromo-4-fluoro-5-nitrobenzoate), C1(CC1)OB(O)O (cyclopropylboric acid), C1(CCCCC1)P(C1CCCCC1)C1CCCCC1 (tricyclohexyl phosphine), P(=O)([O-])([O-])[O-].[K+].[K+].[K+] (tripotassium phosphate). Reaction SMILES: Br[C:2]1[CH:11]=[C:10]([F:12])[C:9]([N+:13]([O-:15])=[O:14])=[CH:8][C:3]=1[C:4]([O:6][CH3:7])=[O:5].[CH:16]1(OB(O)O)[CH2:18][CH2:17]1.C1(P(C2CCCCC2)C2CCCCC2)CCCCC1.P([O-])([O-])([O-])=O.[K+].[K+].[K+]>C1(C)C=CC=CC=1.O.C([O-])(=O)C.[Pd+2].C([O-])(=O)C.C(OCC)(=O)C>[CH:16]1([C:2]2[CH:11]=[C:10]([F:12])[C:9]([N+:13]([O-:15])=[O:14])=[CH:8][C:3]=2[C:4]([O:6][CH3:7])=[O:5])[CH2:18][CH2:17]1 |f:3.4.5.6,9.10.11|. Reported procedure: Under a nitrogen atmosphere, to a mixed liquid of 2.58 g of methyl 2-bromo-4-fluoro-5-nitrobenzoate in 50 mL of toluene and 1 mL of water were added 956 mg of cyclopropylboric acid, 360 mg of tricyclohexyl phosphine, 3.95 g of tripotassium phosphate, and 140 mg of palladium acetate, followed by stirring at 110° C. for 1.5 hours. The mixture was poured into a mixed liquid of water and ethyl acetate, and the insoluble materials were removed by filtration. The aqueous layer was separated, the organ... Reagents/catalysts: C(C)(=O)[O-].[Pd+2].C(C)(=O)[O-] (palladium acetate). Solvent: O (water), C(C)(=O)OCC (ethyl acetate), C1(=CC=CC=C1)C (toluene), O (water). Reactants: CC=1C(=NC2=CC(=C(C=C2C1C(=O)OC)S(=O)(=O)C)OC(C)C)C1=CC(=CC=C1)C(F)(F)F (methyl 3-methyl-7-[(1-methylethyl)oxy]-6-(methylsulfonyl)-2-[3-(trifluoromethyl)phenyl]-4-quinolinecarboxylate), C1CC(=O)N(C1=O)Br (NBS), diphenylperoxyanhydride. The solvent is C(Cl)(Cl)(Cl)Cl (carbon tetrachloride). Conditions: temperature 100 celsius, time 8 hour. Product: BrCC=1C(=NC2=CC(=C(C=C2C1C(=O)OC)S(=O)(=O)C)OC(C)C)C1=CC(=CC=C1)C(F)(F)F (methyl 3-(bromomethyl)-7-[(1-methylethyl)oxy]-6-(methylsulfonyl)-2-[3-(trifluoromethyl)phenyl]-4-quinolinecarboxylate). RXN SMILES: [CH3:1][C:2]1[C:3]([C:24]2[CH:29]=[CH:28][CH:27]=[C:26]([C:30]([F:33])([F:32])[F:31])[CH:25]=2)=[N:4][C:5]2[C:10]([C:11]=1[C:12]([O:14][CH3:15])=[O:13])=[CH:9][C:8]([S:16]([CH3:19])(=[O:18])=[O:17])=[C:7]([O:20][CH:21]([CH3:23])[CH3:22])[CH:6]=2.C1C(=O)N([Br:41])C(=O)C1>C(Cl)(Cl)(Cl)Cl>[Br:41][CH2:1][C:2]1[C:3]([C:24]2[CH:29]=[CH:28][CH:27]=[C:26]([C:30]([F:33])([F:32])[F:31])[CH:25]=2)=[N:4][C:5]2[C:10]([C:11]=1[C:12]([O:14][CH3:15])=[O:13])=[CH:9][C:8]([S:16]([CH3:19])(=[O:18])=[O:17])=[C:7]([O:20][CH:21]([CH3:23])[CH3:22])[CH:6]=2. Procedure: A mixture of methyl 3-methyl-7-[(1-methylethyl)oxy]-6-(methylsulfonyl)-2-[3-(trifluoromethyl)phenyl]-4-quinolinecarboxylate (2.97 g, 6.17 mmol), NBS (1.427 g, 8.02 mmol) and diphenylperoxyanhydride (0.149 g, 0.617 mmol) in carbon tetrachloride (30 mL) was heated to 100° C. and stirred overnight. The mixture was cooled to room temperature, and the solvent was removed under reduced pressure to give methyl 3-(bromomethyl)-7-[(1-methylethyl)oxy]-6-(methylsulfonyl)-2-[3-(trifluoromethyl)phenyl]-4-qui... Reactants: BrC=1C=2N(C=CC1)N=C(N2)N (8-bromo-[1,2,4]triazolo[1,5-a]pyridin-2-ylamine), COC1=NC=C(C=C1)B(O)O (2-methoxypyridine-5-boronic acid). Yields the product COC1=CC=C(C=N1)C=1C=2N(C=CC1)N=C(N2)N (8-(6-Methoxy-pyridin-3-yl)-[1,2,4]triazolo[1,5-a]pyridin-2-ylamine), solid. Yield: 51.0%. RXN SMILES: Br[C:2]1[C:3]2[N:4]([N:8]=[C:9]([NH2:11])[N:10]=2)[CH:5]=[CH:6][CH:7]=1.[CH3:12][O:13][C:14]1[CH:19]=[CH:18][C:17](B(O)O)=[CH:16][N:15]=1>>[CH3:12][O:13][C:14]1[N:15]=[CH:16][C:17]([C:2]2[C:3]3[N:4]([N:8]=[C:9]([NH2:11])[N:10]=3)[CH:5]=[CH:6][CH:7]=2)=[CH:18][CH:19]=1. Reported procedure: 8-(6-Methoxy-pyridin-3-yl)-[1,2,4]triazolo[1,5-a]pyridin-2-ylamine was prepared from 8-bromo-[1,2,4]triazolo[1,5-a]pyridin-2-ylamine (1.0 g, 4.7 mmol) and 2-methoxypyridine-5-boronic acid (1.0 g, 6.6 mmol) in a manner analogous to Step 2c. The product of the reaction was isolated as a tan solid (0.58 g, 51%). MP=157-158° C. 1H NMR (400 MHz, (D3C)2SO, δ, ppm): 8.91 (d, J=2.5 Hz, 1H), 8.54 (dd, J=6.6, 0.9 Hz, 1H), 8.44 (dd, J=8.7, 2.5 Hz, 1H), 7.73 (dd, J=7.6, 1.0 Hz, 1H), 6.97 (t, J=6.9 Hz, 1H), ... Reactants: C(C)N1C=C(C(C2=CC(=C(N=C12)S(=O)(=O)CC)F)=O)C(=O)O (1-ethyl-7-ethanesulfonyl-6-fluoro-4-oxo-1,4-dihydro-1,8-naphthyridine-3-carboxylic acid), Cl.Cl.N12CCNC(CC1)C2 (1,4-diazabicyclo[3.2.1]octane dihydrochloride), N12CCCCCC2=NCCC1 (1,8-diazabicyclo[5.4.0]undec-7-ene). The solvent is C(C)#N (acetonitrile). Conditions: time 8 hour. The product is C(C)N1C=C(C(C2=CC(=C(N=C12)N1CCN2CCC1C2)F)=O)C(=O)O (1-Ethyl-7-(1,4-diazabicyclo[3.2.1]oct-4-yl)-6-fluoro-4-oxo-1,4-dihydro-1,8-naphthyridine-3-carboxylic acid). Isolated yield 18.4%. RXN SMILES: [CH2:1]([N:3]1[C:12]2[C:7](=[CH:8][C:9]([F:18])=[C:10](S(CC)(=O)=O)[N:11]=2)[C:6](=[O:19])[C:5]([C:20]([OH:22])=[O:21])=[CH:4]1)[CH3:2].Cl.Cl.[N:25]12[CH2:32][CH:29]([CH2:30][CH2:31]1)[NH:28][CH2:27][CH2:26]2.N12CCCN=C1CCCCC2>C(#N)C>[CH2:1]([N:3]1[C:12]2[C:7](=[CH:8][C:9]([F:18])=[C:10]([N:28]3[CH:29]4[CH2:32][N:25]([CH2:31][CH2:30]4)[CH2:26][CH2:27]3)[N:11]=2)[C:6](=[O:19])[C:5]([C:20]([OH:22])=[O:21])=[CH:4]1)[CH3:2] |f:1.2.3|. Procedure details: A suspension of 2.06 g (6.28 mmol) 1-ethyl-7-ethanesulfonyl-6-fluoro-4-oxo-1,4-dihydro-1,8-naphthyridine-3-carboxylic acid and 1.29 g (6.97 mmol) 1,4-diazabicyclo[3.2.1]octane dihydrochloride in 30 ml acetonitrile was treated with 3.10 g (20.4 mmol) 1,8-diazabicyclo[5.4.0]undec-7-ene. The resulting solution was stirred overnight and the precipitate which formed was filtered to afford 0.40 g of the title compound, mp 228°-229° C. Starting materials: ethanol hemiacetal, C(C1=CC=CC=C1)OC1=C(C=C(C=C1)C(C)=O)CO (1-(4-benzyloxy-3-hydroxymethylphenyl)ethanone), C(C1=CC=CC=C1)OC1=C(C=C(C=C1)C(C)=O)NS(=O)(=O)C (1-(4-benzyloxy-3-methanesulphonamidophenyl)ethanone). Run in C(C)O.O (ethanol water). Product: C(C1=CC=CC=C1)OC1=C(C=C(C=C1)C(=O)C=O)NS(=O)(=O)C (4-Benzyloxy-3-methanesulphonamidophenyl glyoxal). Reaction SMILES: C([O:8]C1C=CC(C(=O)C)=CC=1CO)C1C=CC=CC=1.[CH2:20]([O:27][C:28]1[CH:33]=[CH:32][C:31]([C:34](=[O:36])[CH3:35])=[CH:30][C:29]=1[NH:37][S:38]([CH3:41])(=[O:40])=[O:39])[C:21]1[CH:26]=[CH:25][CH:24]=[CH:23][CH:22]=1>C(O)C.O>[CH2:20]([O:27][C:28]1[CH:33]=[CH:32][C:31]([C:34]([CH:35]=[O:8])=[O:36])=[CH:30][C:29]=1[NH:37][S:38]([CH3:41])(=[O:39])=[O:40])[C:21]1[CH:22]=[CH:23][CH:24]=[CH:25][CH:26]=1 |f:2.3|. Procedure: The compound was sbtained as an ethanol hemiacetal, mp 125°-128° (ethanol-water) by the process of Description 54 replacing 1-(4-benzyloxy-3-hydroxymethylphenyl)ethanone by 1-(4-benzyloxy-3-methanesulphonamidophenyl)ethanone. (CDCl3) 8.75 (3H, t, J=6 Hz), 7.05 (3H, s), 5.90-6.40 (2H, m), 4.90 (1H, b), 4.80 (2H, s), 4.46 (1H, s), 2.90 (1H, d, J=8 Hz), 2.60 (5H, s), 2.20 (1H, s), 2.09 (1H, dd, J=8 Hz, 2 Hz), 1.80 (1H, d, J=2 Hz). Starting materials: Cc1ccccc1, CCOC(=O)N=NC(=O)OCC, C1CCOC1, CC1CC(C(CO)NS(=O)(=O)c2ccccc2[N+](=O)[O-])OC1=O, c1ccc(P(c2ccccc2)c2ccccc2)cc1. Yields the product CC1CC(C2CN2S(=O)(=O)c2ccccc2[N+](=O)[O-])OC1=O. As a reaction SMILES: [CH3:13][c:14]1[cH:15][cH:16][cH:17][cH:18][cH:19]1.[O:1]=[C:2]([O:3][CH2:4][CH3:5])[N:6]=[N:7][C:8]([O:9][CH2:10][CH3:11])=[O:12].[O:62]1[CH2:63][CH2:64][CH2:65][CH2:66]1.[OH:20][CH2:21][CH:22]([CH:23]1[O:24][C:25](=[O:29])[CH:26]([CH3:28])[CH2:27]1)[NH:30][S:31](=[O:32])(=[O:33])[c:34]1[c:35]([N+:40](=[O:41])[O-:42])[cH:36][cH:37][cH:38][cH:39]1.[c:43]1([P:44]([c:45]2[cH:46][cH:47][cH:48][cH:49][cH:50]2)[c:51]2[cH:52][cH:53][cH:54][cH:55][cH:56]2)[cH:57][cH:58][cH:59][cH:60][cH:61]1>>[CH2:21]1[CH:22]([CH:23]2[O:24][C:25](=[O:29])[CH:26]([CH3:28])[CH2:27]2)[N:30]1[S:31](=[O:32])(=[O:33])[c:34]1[c:35]([N+:40](=[O:41])[O-:42])[cH:36][cH:37][cH:38][cH:39]1. Reactants: IC=1C=C2C=CC=3N(C2=CC1)C(=NN3)C3=CC=CC=C3 (7-Iodo-1-phenyl-[1,2,4]triazolo[4,3-a]quinoline), CCN(C(C)C)C(C)C (iPr2NEt), C1(=CC=CC=C1)P(C1=CC=CC=2C(C3=CC=CC(=C3OC12)P(C1=CC=CC=C1)C1=CC=CC=C1)(C)C)C1=CC=CC=C1 (4,5-bis(diphenylphosphino)-9,9-dimethylxanthene), C(C)C(COC(CCS)=O)CCCC (3-Mercapto-propionic acid 2-ethylhexyl ester). Reagents/catalysts: C=1C=CC(=CC1)/C=C/C(=O)/C=C/C2=CC=CC=C2.C=1C=CC(=CC1)/C=C/C(=O)/C=C/C2=CC=CC=C2.C=1C=CC(=CC1)/C=C/C(=O)/C=C/C2=CC=CC=C2.[Pd].[Pd] (Pd2dba3). The solvent is O1CCOCC1 (1,4-dioxane). Reaction conditions: temperature 80 celsius. Product: C1(=CC=CC=C1)C1=NN=C2N1C1=CC=C(C=C1C=C2)S (1-Phenyl-[1,2,4]triazolo[4,3-a]quinoline-7-thiol). As a reaction SMILES: I[C:2]1[CH:3]=[C:4]2[C:9](=[CH:10][CH:11]=1)[N:8]1[C:12]([C:15]3[CH:20]=[CH:19][CH:18]=[CH:17][CH:16]=3)=[N:13][N:14]=[C:7]1[CH:6]=[CH:5]2.CCN(C(C)C)C(C)C.C(C(CCCC)COC(=O)CC[SH:38])C.C1(P(C2C=CC=CC=2)C2C3OC4C(=CC=CC=4P(C4C=CC=CC=4)C4C=CC=CC=4)C(C)(C)C=3C=CC=2)C=CC=CC=1>O1CCOCC1.C1C=CC(/C=C/C(/C=C/C2C=CC=CC=2)=O)=CC=1.C1C=CC(/C=C/C(/C=C/C2C=CC=CC=2)=O)=CC=1.C1C=CC(/C=C/C(/C=C/C2C=CC=CC=2)=O)=CC=1.[Pd].[Pd]>[C:15]1([C:12]2[N:8]3[C:9]4[C:4]([CH:5]=[CH:6][C:7]3=[N:14][N:13]=2)=[CH:3][C:2]([SH:38])=[CH:11][CH:10]=4)[CH:20]=[CH:19][CH:18]=[CH:17][CH:16]=1 |f:5.6.7.8.9|. Procedure details: To 7-Iodo-1-phenyl-[1,2,4]triazolo[4,3-a]quinoline (1.5 g, 4.0 mmol) in 1,4-dioxane (15 mL) was added iPr2NEt (1.4 mL, 8.1 mmol), and the reaction was degassed with N2 for 10 minutes. 3-Mercapto-propionic acid 2-ethylhexyl ester (975 mg, 4.5 mmol) was added, followed by Pd2dba3 (93 mg, 0.1 mmol) and 4,5-bis(diphenylphosphino)-9,9-dimethylxanthene (117 mg, 0.2 mmol). The reaction was sealed and heated overnight at 80° C., and then cooled to room temperature and concentrated. The residue was purif... Starting materials: CN(C)c1cccc2c(S(=O)(=O)Cl)cccc12, COc1ccc(C(=O)Nc2ccccc2)cc1N, O, c1ccncc1. Yields the product COc1ccc(C(=O)Nc2ccccc2)cc1NS(=O)(=O)c1cccc2c(N(C)C)cccc12. As a reaction SMILES: [CH3:25][N:26]([CH3:27])[c:28]1[cH:29][cH:30][cH:31][c:32]2[c:33]([S:38]([Cl:39])(=[O:40])=[O:41])[cH:34][cH:35][cH:36][c:37]12.[NH2:7][c:8]1[cH:9][c:10]([C:11](=[O:12])[NH:13][c:14]2[cH:15][cH:16][cH:17][cH:18][cH:19]2)[cH:20][cH:21][c:22]1[O:23][CH3:24].[OH2:42].[cH:1]1[cH:2][cH:3][n:4][cH:5][cH:6]1>>[NH:7]([c:8]1[cH:9][c:10]([C:11](=[O:12])[NH:13][c:14]2[cH:15][cH:16][cH:17][cH:18][cH:19]2)[cH:20][cH:21][c:22]1[O:23][CH3:24])[S:38]([c:33]1[c:32]2[cH:31][cH:30][cH:29][c:28]([N:26]([CH3:25])[CH3:27])[c:37]2[cH:36][cH:35][cH:34]1)(=[O:40])=[O:41]. The reactants are [N+](=O)([O-])C=1C=C(C=CC1)C1=NNC(C2=C1N=CC=C2)=O (8-(3-nitrophenyl) pyrido[2,3-d]pyridazin-5-one), [N+](=O)([O-])C=1C=C(C=CC1)C=1C2=C(C(NN1)=O)N=CC=C2 (5-(3-nitrophenyl)-pyrido[2,3-d]pyridazin-8-one). Yields the product [N+](=O)([O-])C=1C=C(C=CC1)C=1C2=C(C(N(N1)CC)=O)N=CC=C2 (5-(3-nitrophenyl)-7-ethylpyrido[2,3-d]pyridazin-8-one). RXN SMILES: [N+]([C:4]1C=C(C2C3N=CC=CC=3C(=O)NN=2)C=C[CH:9]=1)([O-])=O.[N+:21]([C:24]1[CH:25]=[C:26]([C:30]2[C:31]3[CH:40]=[CH:39][CH:38]=[N:37][C:32]=3[C:33](=[O:36])[NH:34][N:35]=2)[CH:27]=[CH:28][CH:29]=1)([O-:23])=[O:22]>>[N+:21]([C:24]1[CH:25]=[C:26]([C:30]2[C:31]3[CH:40]=[CH:39][CH:38]=[N:37][C:32]=3[C:33](=[O:36])[N:34]([CH2:4][CH3:9])[N:35]=2)[CH:27]=[CH:28][CH:29]=1)([O-:23])=[O:22]. Procedure details: Following the procedures of Example 8A and substituting for 8-(3-nitrophenyl) pyrido[2,3-d]pyridazin-5-one with 5-(3-nitrophenyl)-pyrido[2,3-d]pyridazin-8-one there is obtained 5-(3-nitrophenyl)-7-ethylpyrido[2,3-d]pyridazin-8-one. Starting materials: [Br-], C[Mg+], O=Cc1c(Cl)ncnc1Cl, C1CCOC1, O. Product: CC(O)c1c(Cl)ncnc1Cl. RXN SMILES: [Br-:1].[CH3:2][Mg+:3].[Cl:4][c:5]1[n:6][cH:7][n:8][c:9]([Cl:13])[c:10]1[CH:11]=[O:12].[O:15]1[CH2:16][CH2:17][CH2:18][CH2:19]1.[OH2:14]>>[CH3:2][CH:11]([c:10]1[c:5]([Cl:4])[n:6][cH:7][n:8][c:9]1[Cl:13])[OH:12].